From a dataset of the Open Reaction Database (ORD), a public repository of structured organic reaction records. describe an organic reaction: reactants, conditions, products, and yield Reactants: CC(=O)OC(C)(C)C(=O)Nc1ccccc1SCc1cc2c(cc1Cl)OCO2, O=C([O-])[O-], CO, [K+], [K+]. Product: CC(C)(O)C(=O)Nc1ccccc1SCc1cc2c(cc1Cl)OCO2. RXN SMILES: [C:1](=[O:2])([CH3:3])[O:4][C:5]([C:6](=[O:7])[NH:8][c:9]1[c:10]([S:15][CH2:16][c:17]2[cH:18][c:19]3[c:20]([cH:24][c:25]2[Cl:26])[O:21][CH2:22][O:23]3)[cH:11][cH:12][cH:13][cH:14]1)([CH3:27])[CH3:28].[C:29](=[O:30])([O-:31])[O-:32].[CH3:35][OH:36].[K+:33].[K+:34]>>[OH:4][C:5]([C:6](=[O:7])[NH:8][c:9]1[c:10]([S:15][CH2:16][c:17]2[cH:18][c:19]3[c:20]([cH:24][c:25]2[Cl:26])[O:21][CH2:22][O:23]3)[cH:11][cH:12][cH:13][cH:14]1)([CH3:27])[CH3:28]. Reactants: C(C)NC(=O)NNC(=O)NCCCOC1=CC(=CC=C1)CN1CCCCC1 (N-ethyl-N'-[3-[3-(1-piperidinylmethyl)phenoxy]propyl]-1,2-hydrazine dicarboxamide), P(=O)(Cl)(Cl)Cl (phosphorus oxychloride). Procedure: The compound is prepared by a method analogous to that of Example 40 from N-ethyl-N'-[3-[3-(1-piperidinylmethyl)phenoxy]propyl]-1,2-hydrazine dicarboxamide and phosphorus oxychloride. The analytical values are summarized in Table III. Yields the product C(C)NC=1OC(=NN1)NCCCOC1=CC(=CC=C1)CN1CCCCC1 (N-Ethyl-N'-[3-[3-(1-piperidinylmethyl)phenoxy]propyl]1,3,4-oxadiazole-2,5-diamine). As a reaction SMILES: [CH2:1]([NH:3][C:4]([NH:6][NH:7][C:8]([NH:10][CH2:11][CH2:12][CH2:13][O:14][C:15]1[CH:20]=[CH:19][CH:18]=[C:17]([CH2:21][N:22]2[CH2:27][CH2:26][CH2:25][CH2:24][CH2:23]2)[CH:16]=1)=[O:9])=O)[CH3:2].P(Cl)(Cl)(Cl)=O>>[CH2:1]([NH:3][C:4]1[O:9][C:8]([NH:10][CH2:11][CH2:12][CH2:13][O:14][C:15]2[CH:20]=[CH:19][CH:18]=[C:17]([CH2:21][N:22]3[CH2:27][CH2:26][CH2:25][CH2:24][CH2:23]3)[CH:16]=2)=[N:7][N:6]=1)[CH3:2]. Starting materials: C1CCOC1, CC(C)(C)[O-], ClCC=CCCl, COC(=O)Cc1cc(F)cc(OC)c1, [K+]. Yields the product COC(=O)C1(c2cc(F)cc(OC)c2)CC=CC1. As a reaction SMILES: [CH2:27]1[O:28][CH2:29][CH2:30][CH2:31]1.[CH3:15][C:16]([CH3:17])([O-:18])[CH3:19].[Cl:21][CH2:22][CH:23]=[CH:24][CH2:25][Cl:26].[F:1][c:2]1[cH:3][c:4]([O:13][CH3:14])[cH:5][c:6]([CH2:8][C:9](=[O:10])[O:11][CH3:12])[cH:7]1.[K+:20]>>[F:1][c:2]1[cH:3][c:4]([O:13][CH3:14])[cH:5][c:6]([C:8]2([C:9](=[O:10])[O:11][CH3:12])[CH2:22][CH:23]=[CH:24][CH2:25]2)[cH:7]1.